Dataset: the Open Reaction Database (ORD), a public repository of structured organic reaction records. Task: describe an organic reaction: reactants, conditions, products, and yield The reactants are C(C)(=O)OC[C@@H](C(=O)N1[C@@H](CCC1)C(=O)OC(C)(C)C)NC(=O)OCC1=CC=CC=C1 ((S)-tert-butyl 1-((S)-3-acetoxy-2-(benzyloxycarbonylamino)-propanoyl)-pyrrolidine-2-carboxylate), C(=O)(C(F)(F)F)O.C(Cl)Cl (TFA DCM). Solvent: O (water), C(Cl)Cl (CH2Cl2). Run at time 2 hour. Product: C(C)(=O)OC[C@@H](C(=O)N1[C@@H](CCC1)C(=O)O)NC(=O)OCC1=CC=CC=C1 ((S)-1-((S)-3-acetoxy-2-(benzyloxycarbonylamino)-propanoyl)-pyrrolidine-2-carboxylic acid). Yield: 91.9%. RXN SMILES: [C:1]([O:4][CH2:5][C@H:6]([NH:21][C:22]([O:24][CH2:25][C:26]1[CH:31]=[CH:30][CH:29]=[CH:28][CH:27]=1)=[O:23])[C:7]([N:9]1[CH2:13][CH2:12][CH2:11][C@H:10]1[C:14]([O:16]C(C)(C)C)=[O:15])=[O:8])(=[O:3])[CH3:2].C(O)(C(F)(F)F)=O.C(Cl)Cl>C(Cl)Cl.O>[C:1]([O:4][CH2:5][C@H:6]([NH:21][C:22]([O:24][CH2:25][C:26]1[CH:27]=[CH:28][CH:29]=[CH:30][CH:31]=1)=[O:23])[C:7]([N:9]1[CH2:13][CH2:12][CH2:11][C@H:10]1[C:14]([OH:16])=[O:15])=[O:8])(=[O:3])[CH3:2] |f:1.2|. Procedure details: To a solution of compound 2 (1 g, 2.30 mmol) in CH2Cl2 (5 mL) was added 20% TFA-DCM (10 mL) and stirred at RT for 2 h. The reaction mixture was diluted with water (10 mL) and extracted with EtOAc (2×15 mL). The organic layer was dried over anhydrous Na2SO4 and concentrated under reduced pressure to yield compound 3 (800 mg, 92%). Starting materials: COC(=O)c1cc([N+](=O)[O-])ccc1Br, O=C([O-])O, CCCCN(CCCC)CCCC, ClCCl, C=Cc1ccc(F)cc1, [Na+], O, Cl[Pd]Cl, c1ccc(P(c2ccccc2)c2ccccc2)cc1, c1ccc(P(c2ccccc2)c2ccccc2)cc1. The product is COC(=O)c1cc([N+](=O)[O-])ccc1C#Cc1ccc(F)cc1. RXN SMILES: [Br:1][c:2]1[c:3]([C:4](=[O:5])[O:6][CH3:7])[cH:8][c:9]([N+:12](=[O:13])[O-:14])[cH:10][cH:11]1.[C:37](=[O:38])([OH:39])[O-:40].[CH3:24][CH2:25][CH2:26][CH2:27][N:28]([CH2:29][CH2:30][CH2:31][CH3:32])[CH2:33][CH2:34][CH2:35][CH3:36].[Cl:42][CH2:43][Cl:44].[F:15][c:16]1[cH:17][cH:18][c:19]([CH:20]=[CH2:21])[cH:22][cH:23]1.[Na+:41].[OH2:86].[Pd:45]([Cl:46])[Cl:47].[c:48]1([P:49]([c:50]2[cH:51][cH:52][cH:53][cH:54][cH:55]2)[c:56]2[cH:57][cH:58][cH:59][cH:60][cH:61]2)[cH:62][cH:63][cH:64][cH:65][cH:66]1.[c:67]1([P:68]([c:69]2[cH:70][cH:71][cH:72][cH:73][cH:74]2)[c:75]2[cH:76][cH:77][cH:78][cH:79][cH:80]2)[cH:81][cH:82][cH:83][cH:84][cH:85]1>>[c:2]1([C:21]#[C:20][c:19]2[cH:18][cH:17][c:16]([F:15])[cH:23][cH:22]2)[c:3]([C:4](=[O:5])[O:6][CH3:7])[cH:8][c:9]([N+:12](=[O:13])[O-:14])[cH:10][cH:11]1. Run in CCOCC (ether). Reaction conditions: time 30 minute. Reaction SMILES: CO[C:3]1[CH:8]=C[C:6]([CH:9]2O[CH:10]2[C:12]([C:14]2[CH:19]=[C:18]([O:20][CH3:21])[C:17]([O:22][CH3:23])=[C:16]([O:24][CH3:25])[CH:15]=2)=O)=[CH:5][CH:4]=1.B(F)(F)F.C[CH2:31][O:32]CC.Cl.[NH2:36][OH:37].N1C=CC=C[CH:39]=1>CCOCC>[CH3:31][O:32][C:4]1[CH:3]=[CH:8][C:9]([C:10]2[C:12]([C:14]3[CH:15]=[C:16]([O:24][CH3:25])[C:17]([O:22][CH3:23])=[C:18]([O:20][CH3:21])[CH:19]=3)=[N:36][O:37][CH:39]=2)=[CH:6][CH:5]=1 |f:1.2,3.4|. Yields the product COC1=CC=C(C=C1)C=1C(=NOC1)C1=CC(=C(C(=C1)OC)OC)OC (4-(4-Methoxy-phenyl)-3-(3,4,5-trimethoxy-phenyl)-isoxazole). Starting materials: COC1=CC=C(C=C1)C1C(O1)C(=O)C1=CC(=C(C(=C1)OC)OC)OC ([3-(4-methoxy-phenyl)-oxiranyl]-(3,4,5-trimethoxy-phenyl)-methanone), B(F)(F)F.CCOCC (BF3.Et2O), Cl.NO (hydroxylamine hydrochloride), N1=CC=CC=C1 (pyridine), ice H2O, ice H2O. Procedure details: To a stirred solution of [3-(4-methoxy-phenyl)-oxiranyl]-(3,4,5-trimethoxy-phenyl)-methanone (0.5 g, 1.45 mmol) in dry ether (15 mL) was added BF3.Et2O (2.52 mL) slowly. After the addition, it was heated to reflux for 1 h. After the reaction mixture had cooled to room temperature, it was poured into ice-H2O (100 mL). The etheral layer was separated and the aquous layer was extracted with ether (10 mL×3). The combined ether layers were washed with H2O (20 mL×2) and concentrated to dryness. The re... Reactants: C(#N)C1=CC=C(C=C1)C1C(=C(N(C(N1CC(=O)O)=O)C1=CC(=CC=C1)C(F)(F)F)C)C(=O)C=1OC=CC1 ([6-(4-Cyanophenyl)-5-(2-furoyl)-4-methyl-2-oxo-3-[3-(trifluoromethyl)phenyl]-3,6-dihydropyrimidin-1(2H)-yl]acetic acid), FC(CS(=O)(=O)N)(F)F (2,2,2-trifluoroethane-sulfonamide), C1(CCCCC1)N=C=NC1CCCCC1 (1,3-dicyclohexylcarbodiimide). The reagents and catalysts are CN(C1=CC=NC=C1)C (4-dimethylaminopyridine). Solvent: ClCCl (dichloromethane). The product is C(#N)C1=CC=C(C=C1)C1C(=C(N(C(N1CC(=O)NS(=O)(=O)CC(F)(F)F)=O)C1=CC(=CC=C1)C(F)(F)F)C)C(=O)C=1OC=CC1 (2-[6-(4-Cyanophenyl)-5-(2-furoyl)-4-methyl-2-oxo-3-[3-(trifluoromethyl)phenyl]-3,6-dihydropyrimidin-1(2H)-yl]-N-[(2,2,2-trifluoroethyl)sulfonyl]acetamide). As a reaction SMILES: [C:1]([C:3]1[CH:8]=[CH:7][C:6]([CH:9]2[N:14]([CH2:15][C:16](O)=[O:17])[C:13](=[O:19])[N:12]([C:20]3[CH:25]=[CH:24][CH:23]=[C:22]([C:26]([F:29])([F:28])[F:27])[CH:21]=3)[C:11]([CH3:30])=[C:10]2[C:31]([C:33]2[O:34][CH:35]=[CH:36][CH:37]=2)=[O:32])=[CH:5][CH:4]=1)#[N:2].[F:38][C:39]([F:46])([F:45])[CH2:40][S:41]([NH2:44])(=[O:43])=[O:42].C1(N=C=NC2CCCCC2)CCCCC1>CN(C)C1C=CN=CC=1.ClCCl>[C:1]([C:3]1[CH:8]=[CH:7][C:6]([CH:9]2[N:14]([CH2:15][C:16]([NH:44][S:41]([CH2:40][C:39]([F:46])([F:45])[F:38])(=[O:43])=[O:42])=[O:17])[C:13](=[O:19])[N:12]([C:20]3[CH:25]=[CH:24][CH:23]=[C:22]([C:26]([F:29])([F:27])[F:28])[CH:21]=3)[C:11]([CH3:30])=[C:10]2[C:31]([C:33]2[O:34][CH:35]=[CH:36][CH:37]=2)=[O:32])=[CH:5][CH:4]=1)#[N:2]. Reported procedure: A solution of [6-(4-cyanophenyl)-5-(2-furoyl)-4-methyl-2-oxo-3-[3-(trifluoromethyl)phenyl]-3,6-dihydropyrimidin-1(2H)-yl]acetic acid (Example 29A) (75 mg, 0.15 mmol), 2,2,2-trifluoroethane-sulfonamide (23 mg, 0.16 mmol), 1,3-dicyclohexylcarbodiimide (33 mg, 0.16 mmol) and 4-dimethylaminopyridine (20 mg, 0.16 mmol) in dichloromethane (4 ml) is stirred at room temperature for 4 days. The product is extracted with dichloromethane (100 ml), washed with 2 N hydrochloric acid and brine, dried over mag... Starting materials: Cc1cc(C)n(-c2ccc(C(=O)Cl)cc2)n1, CCN(C(C)C)C(C)C, ClCCl, c1ccc2c(c1)Cn1cccc1CN2. Product: Cc1cc(C)n(-c2ccc(C(=O)N3Cc4cccn4Cc4ccccc43)cc2)n1. RXN SMILES: [CH3:1][c:2]1[n:3][n:4](-[c:8]2[cH:9][cH:10][c:11]([C:12](=[O:13])[Cl:14])[cH:15][cH:16]2)[c:5]([CH3:7])[cH:6]1.[CH:31]([N:32]([CH:33]([CH3:34])[CH3:35])[CH2:36][CH3:37])([CH3:38])[CH3:39].[Cl:40][CH2:41][Cl:42].[cH:17]1[cH:18][cH:19][n:20]2[c:21]1[CH2:22][NH:23][c:24]1[c:25]([cH:27][cH:28][cH:29][cH:30]1)[CH2:26]2>>[CH3:1][c:2]1[n:3][n:4](-[c:8]2[cH:9][cH:10][c:11]([C:12](=[O:13])[N:23]3[CH2:22][c:21]4[cH:17][cH:18][cH:19][n:20]4[CH2:26][c:25]4[c:24]3[cH:30][cH:29][cH:28][cH:27]4)[cH:15][cH:16]2)[c:5]([CH3:7])[cH:6]1. Reactants: CC(C(C)(C)O1)(C)OB1C2=CN(C)C3=C2C=CC=C3, ClC1=CC2=C(C=CN2)C=C1. The reagents and catalysts are CC(C)(C)C1=CC=C(C=C1)C2=CC=C(C=C2)C(C)(C)C, [O-]P(=O)([O-])[O-].[K+].[K+].[K+], CC(C1=CC(C(C)C)=C(C2=CC=CC=C2P(C3CCCCC3)C4CCCCC4)C(C(C)C)=C1)C.NC5=CC=CC=C5C6=CC=CC=[C-]6.Cl[Pd+]. Run in C1CCOC1, O (water), C1CCOC1. Run at temperature 25 celsius, time 24 hour. Product: CN1C=C(C2=CC3=C(C=C2)C=CN3)C4=C1C=CC=C4. Yield: 51.0%. Reactants: [Cl-].[Na+] (sodium chloride), C1(=CC=C(C=C1)S(=O)(=O)OCCOCC(=O)OCC)C (ethyl [2-(toluene-4-sulfonyloxy)ethoxy]acetate), CC1=C2C=C(NC2=CC=C1)C(=O)OCC (ethyl 4-methyl-1H-indole-2-carboxylate), [H-].[Na+] (sodium hydride). Solvent: CN(C=O)C (N,N-dimethylformamide), CN(C=O)C (N,N-dimethylformamide). Run at time 7 hour. The product is CCOC(=O)COCCN1C(=CC2=C(C=CC=C12)C)C(=O)OCC (ethyl 1-[(2-ethoxycarbonylmethoxy)ethyl]-4-methyl-1H-indole-2-carboxylate). Yield: 45.4%. RXN SMILES: C1(C)C=CC(S(O[CH2:11][CH2:12][O:13][CH2:14][C:15]([O:17][CH2:18][CH3:19])=[O:16])(=O)=O)=CC=1.[CH3:21][C:22]1[CH:30]=[CH:29][CH:28]=[C:27]2[C:23]=1[CH:24]=[C:25]([C:31]([O:33][CH2:34][CH3:35])=[O:32])[NH:26]2.[H-].[Na+].[Cl-].[Na+]>CN(C)C=O>[CH3:19][CH2:18][O:17][C:15]([CH2:14][O:13][CH2:12][CH2:11][N:26]1[C:27]2[C:23](=[C:22]([CH3:21])[CH:30]=[CH:29][CH:28]=2)[CH:24]=[C:25]1[C:31]([O:33][CH2:34][CH3:35])=[O:32])=[O:16] |f:2.3,4.5|. Procedure: A solution of ethyl [2-(toluene-4-sulfonyloxy)ethoxy]acetate (3.90 g, 12.9 mmol) in N,N-dimethylformamide (10 ml) was added dropwise to a mixture of ethyl 4-methyl-1H-indole-2-carboxylate (2.50 g, 12.3 mmol), 60% sodium hydride (0.50 g, 12.5 mmol) and N,N-dimethylformamide (45 ml) at room temperature, and the resulting mixture was stirred at room temperature 7 hours. The reaction mixture was poured into a 10% aqueous sodium chloride solution and extracted with ethyl acetate, and the extract solu...